Dataset: the Open Reaction Database (ORD), a public repository of structured organic reaction records. Task: describe an organic reaction: reactants, conditions, products, and yield The reactants are COC(=O)c1sc(-c2ccccc2)c(Br)c1OCC(=O)OC(C)(C)C, CC#N, c1ccc(P(c2ccccc2)(c2ccccc2)[Pd](P(c2ccccc2)(c2ccccc2)c2ccccc2)(P(c2ccccc2)(c2ccccc2)c2ccccc2)P(c2ccccc2)(c2ccccc2)c2ccccc2)cc1. Product: COC(=O)c1sc(-c2ccccc2)cc1OCC(=O)OC(C)(C)C. Reaction SMILES: [CH3:1][O:2][C:3](=[O:4])[c:5]1[s:6][c:7](-[c:20]2[cH:21][cH:22][cH:23][cH:24][cH:25]2)[c:8]([Br:19])[c:9]1[O:10][CH2:11][C:12](=[O:13])[O:14][C:15]([CH3:16])([CH3:17])[CH3:18].[CH3:26][C:27]#[N:28].[cH:29]1[cH:30][cH:31][c:32]([P:33]([Pd:34]([P:35]([c:36]2[cH:37][cH:38][cH:39][cH:40][cH:41]2)([c:42]2[cH:43][cH:44][cH:45][cH:46][cH:47]2)[c:48]2[cH:49][cH:50][cH:51][cH:52][cH:53]2)([P:54]([c:55]2[cH:56][cH:57][cH:58][cH:59][cH:60]2)([c:61]2[cH:62][cH:63][cH:64][cH:65][cH:66]2)[c:67]2[cH:68][cH:69][cH:70][cH:71][cH:72]2)[P:73]([c:74]2[cH:75][cH:76][cH:77][cH:78][cH:79]2)([c:80]2[cH:81][cH:82][cH:83][cH:84][cH:85]2)[c:86]2[cH:87][cH:88][cH:89][cH:90][cH:91]2)([c:92]2[cH:93][cH:94][cH:95][cH:96][cH:97]2)[c:98]2[cH:99][cH:100][cH:101][cH:102][cH:103]2)[cH:104][cH:105]1>>[CH3:1][O:2][C:3](=[O:4])[c:5]1[s:6][c:7](-[c:20]2[cH:21][cH:22][cH:23][cH:24][cH:25]2)[cH:8][c:9]1[O:10][CH2:11][C:12](=[O:13])[O:14][C:15]([CH3:16])([CH3:17])[CH3:18]. Starting materials: CC(=O)O, Cc1nn(-c2cc(Oc3ccc([N+](=O)[O-])cc3Cl)c(Cl)cc2Cl)c(=O)n1C(F)F, [Fe], O. Product: Cc1nn(-c2cc(Oc3ccc(N)cc3Cl)c(Cl)cc2Cl)c(=O)n1C(F)F. As a reaction SMILES: [CH3:30][C:31](=[O:32])[OH:33].[Cl:1][c:2]1[c:3](-[n:20]2[n:21][c:22]([CH3:29])[n:23]([CH:26]([F:27])[F:28])[c:24]2=[O:25])[cH:4][c:5]([O:9][c:10]2[c:11]([Cl:19])[cH:12][c:13]([N+:16]([O-:17])=[O:18])[cH:14][cH:15]2)[c:6]([Cl:8])[cH:7]1.[Fe:35].[OH2:34]>>[Cl:1][c:2]1[c:3](-[n:20]2[n:21][c:22]([CH3:29])[n:23]([CH:26]([F:27])[F:28])[c:24]2=[O:25])[cH:4][c:5]([O:9][c:10]2[c:11]([Cl:19])[cH:12][c:13]([NH2:16])[cH:14][cH:15]2)[c:6]([Cl:8])[cH:7]1. Starting materials: C(C)(C)(C)OC(=O)N[C@H](C(=O)N1[C@@H](CN(CC1)C(=O)OCC1=CC=CC=C1)C(=O)N[C@@H]1CCCC2=CC=CC=C12)C(C)C (Benzyl (3S)-4-{(2S)-2-[(tert-butoxycarbonyl)amino]-3-methylbutanoyl}-3-{[(1R)-1,2,3,4-tetrahydro-1-naphthalenylamino]carbonyl}-1-piperazinecarboxylate), C(=O)(C(F)(F)F)O (TFA). Run in C(Cl)Cl (CH2Cl2). Yields the product N[C@H](C(=O)N1[C@@H](CN(CC1)C(=O)OCC1=CC=CC=C1)C(=O)N[C@@H]1CCCC2=CC=CC=C12)C(C)C (Benzyl (3S)-4-[(2S)-2-amino-3-methylbutanoyl]-3-{[(1R)-1,2,3,4-tetrahydro-1-naphthalenylamino]carbonyl}-1-piperazinecarboxylate), foam. Isolated yield 97.0%. As a reaction SMILES: C(OC([NH:8][C@@H:9]([CH:41]([CH3:43])[CH3:42])[C:10]([N:12]1[CH2:17][CH2:16][N:15]([C:18]([O:20][CH2:21][C:22]2[CH:27]=[CH:26][CH:25]=[CH:24][CH:23]=2)=[O:19])[CH2:14][C@H:13]1[C:28]([NH:30][C@H:31]1[C:40]2[C:35](=[CH:36][CH:37]=[CH:38][CH:39]=2)[CH2:34][CH2:33][CH2:32]1)=[O:29])=[O:11])=O)(C)(C)C.C(O)(C(F)(F)F)=O>C(Cl)Cl>[NH2:8][C@@H:9]([CH:41]([CH3:43])[CH3:42])[C:10]([N:12]1[CH2:17][CH2:16][N:15]([C:18]([O:20][CH2:21][C:22]2[CH:27]=[CH:26][CH:25]=[CH:24][CH:23]=2)=[O:19])[CH2:14][C@H:13]1[C:28]([NH:30][C@H:31]1[C:40]2[C:35](=[CH:36][CH:37]=[CH:38][CH:39]=2)[CH2:34][CH2:33][CH2:32]1)=[O:29])=[O:11]. Procedure details: Compound 4 (15.50 g, 26.2 mmol) is BOC-deprotected using TFA (97 mL, 1.31 mol) in CH2Cl2 (500 mL) under the same conditions as for step 2. After workup, the desired free amine 5 is obtained as an off-white foam (12.57 g, 97% yield): 1H NMR δ (CDCl3) 7.28-7.42 (m, 5H), 7.03-7.19 (m, 4H), 6.07-6.35 (br m, 1H), 5.09-5.27 (br m, 3 H), 3.68-4.81 (br m, 3H), 2.66-3.53 (br m, 6H), 1.45-2.04 (br m, 8H), 0.74-1.00 (br m, 1H); LCMS (APCl+) 493.7 (MH+, 100%). Starting materials: C(C)(C)NC(=S)NNC(=O)C=1C=C2C(=CNC2=CC1)[N+](=O)[O-] (N-isopropyl-2-(3-nitro-1H-indole-5-carbonyl)hydrazinecarbothioamide), CCN=C=NCCCN(C)C.Cl (EDC HCl). The solvent is C1(=CC=CC=C1)C (toluene). Yields the product C(C)(C)NC=1OC(=NN1)C=1C=C2C(=CNC2=CC1)[N+](=O)[O-] (N-isopropyl-5-(3-nitro-1H-indol-5-yl)-1,3,4-oxadiazol-2-amine). Isolated yield 89.4%. Reaction SMILES: [CH:1]([NH:4][C:5]([NH:7][NH:8][C:9]([C:11]1[CH:12]=[C:13]2[C:17](=[CH:18][CH:19]=1)[NH:16][CH:15]=[C:14]2[N+:20]([O-:22])=[O:21])=[O:10])=S)([CH3:3])[CH3:2].CCN=C=NCCCN(C)C.Cl>C1(C)C=CC=CC=1>[CH:1]([NH:4][C:5]1[O:10][C:9]([C:11]2[CH:12]=[C:13]3[C:17](=[CH:18][CH:19]=2)[NH:16][CH:15]=[C:14]3[N+:20]([O-:22])=[O:21])=[N:8][N:7]=1)([CH3:3])[CH3:2] |f:1.2|. Procedure details: To a suspension of N-isopropyl-2-(3-nitro-1H-indole-5-carbonyl)hydrazinecarbothioamide (1.5 g, 4.672 mmol) in toluene (15 mL) was added EDC HCl (1.3 g, 7.009 mmol) in one lot and the reaction was heated to reflux for 16 h. After completion, toluene was removed in vacuo and the residue was treated with water (25 mL) to get a precipitate. The precipitate was filtered washed and dried. The crude product was washed with 10% EtOAc in petroleum ether to afford N-isopropyl-5-(3-nitro-1H-indol-5-yl)-1,3... The reactants are CC(C(=O)OCN1C(N(C(C=2N(C=NC12)C1=C(C=CC=C1)Cl)=O)C)=O)(C)C ([7-(2-chlorophenyl)-1-methyl-2,6-dioxo-1,2,6,7-tetrahydropurin-3-yl]methyl 2,2-dimethylpropionate), ClN1C(CCC1=O)=O (N-chlorosuccinimide). The solvent is C(C)(=O)OCC (ethyl acetate), CN(C=O)C (N,N-dimethylformamide). Reaction conditions: time 8 hour. Yields the product CC(C(=O)OCN1C(N(C(C=2N(C(=NC12)Cl)C1=C(C=CC=C1)Cl)=O)C)=O)(C)C ([8-chloro-7-(2-chlorophenyl)-1-methyl-2,6-dioxo-1,2,6,7-tetrahydropurin-3-yl]methyl 2,2-dimethylpropionate). Isolated yield 97.0%. RXN SMILES: [CH3:1][C:2]([CH3:27])([CH3:26])[C:3]([O:5][CH2:6][N:7]1[C:15]2[N:14]=[CH:13][N:12]([C:16]3[CH:21]=[CH:20][CH:19]=[CH:18][C:17]=3[Cl:22])[C:11]=2[C:10](=[O:23])[N:9]([CH3:24])[C:8]1=[O:25])=[O:4].[Cl:28]N1C(=O)CCC1=O>CN(C)C=O.C(OCC)(=O)C>[CH3:1][C:2]([CH3:27])([CH3:26])[C:3]([O:5][CH2:6][N:7]1[C:15]2[N:14]=[C:13]([Cl:28])[N:12]([C:16]3[CH:21]=[CH:20][CH:19]=[CH:18][C:17]=3[Cl:22])[C:11]=2[C:10](=[O:23])[N:9]([CH3:24])[C:8]1=[O:25])=[O:4]. Reported procedure: 724 mg of [7-(2-chlorophenyl)-1-methyl-2,6-dioxo-1,2,6,7-tetrahydropurin-3-yl]methyl 2,2-dimethylpropionate was suspended in 15 ml of N,N-dimethylformamide, and 760 mg of N-chlorosuccinimide was added thereto. The reaction solution was stirred overnight, and then diluted with ethyl acetate. The solution was washed with water and 1N hydrochloric acid, and dried over anhydrous magnesium sulfate, then filtered. The filtrate was concentrated. Thus, 764 mg of [8-chloro-7-(2-chlorophenyl)-1-methyl-2,6... Isolated yield 93.6%. Yields the product FC(C=1C=C(C=C(C1)C(F)(F)F)C1=NN(C=N1)\C=C/C(=O)N1CC(C1)(C)O)(F)F ((Z)-3-(3-(3,5-bis(trifluoromethyl)phenyl)-1H-1,2,4-triazol-1-yl)-1-(3-hydroxy-3-methylazetidin-1-yl)prop-2-en-1-one). RXN SMILES: [F:1][C:2]([F:24])([F:23])[C:3]1[CH:4]=[C:5]([C:13]2[N:17]=[CH:16][N:15](/[CH:18]=[CH:19]\[C:20](O)=[O:21])[N:14]=2)[CH:6]=[C:7]([C:9]([F:12])([F:11])[F:10])[CH:8]=1.C1C=CC2N(O)N=NC=2C=1.CCN=C=NCCCN(C)C.Cl.Cl.[CH3:48][C:49]1([OH:53])[CH2:52][NH:51][CH2:50]1.CCN(C(C)C)C(C)C>ClCCl.CO>[F:12][C:9]([F:10])([F:11])[C:7]1[CH:6]=[C:5]([C:13]2[N:17]=[CH:16][N:15](/[CH:18]=[CH:19]\[C:20]([N:51]3[CH2:52][C:49]([OH:53])([CH3:48])[CH2:50]3)=[O:21])[N:14]=2)[CH:4]=[C:3]([C:2]([F:24])([F:1])[F:23])[CH:8]=1 |f:2.3,4.5|. Starting materials: C=1C=CC2=C(C1)N=NN2O (HOBT), Cl.CC1(CNC1)O (3-methyl azetidin-3-ol HCl), CCN(C(C)C)C(C)C (DIPEA), FC(C=1C=C(C=C(C1)C(F)(F)F)C1=NN(C=N1)\C=C/C(=O)O)(F)F ((Z)-3-(3-(3,5-bis(trifluoromethyl)phenyl)-1H-1,2,4-triazol-1-yl)acrylic acid), CCN=C=NCCCN(C)C.Cl (EDC HCl). Solvent: CO (methanol), ClCCl (dichloromethane), ClCCl (dichloromethane). Conditions: temperature 0 celsius, time 1.5 hour. Procedure: In a 25 mL 3N round-bottomed flask equipped with nitrogen inlet, (Z)-3-(3-(3,5-bis(trifluoromethyl)phenyl)-1H-1,2,4-triazol-1-yl)acrylic acid (4) (0.250 g, 1.0 eq.) was charged along with dichloromethane (5.0 mL, 20 V). The reaction mixture was cooled to 0° C. and then added HOBT (0.119 g, 1.1 eq.) followed by EDC HCl (0.149 g, 1.1 eq.) and 3-methyl azetidin-3-ol HCl (0.096 g g, 1.1 eq.). DIPEA (0.101 g, 1.1 eq) was added to this reaction mixture dropwise at the same temperature. The clear react... The reactants are crude product, C(C)(C)(C)OC(NC1=C(C=C(C(=C1)C)C(F)(F)F)N)=O ((2-amino-5-methyl-4-trifluoromethyl-phenyl)-carbamic acid tert-butyl ester), C(C)(C)(C)OC(CC(=O)C1=CC(=CC=C1)C1=NC(=NC(=C1)C)N(C)C)=O (3-[3-(2-dimethylamino-6-methyl-pyrimidin-4-yl)-phenyl]-3-oxo-propionic acid tert-butyl ester). Product: CN(C1=NC(=CC(=N1)C=1C=C(C=CC1)C1=NC2=C(NC(C1)=O)C=C(C(=C2)C)C(F)(F)F)C)C (4-[3-(2-Dimethylamino-6-methyl-pyrimidin-4-yl)-phenyl]-7-methyl-8-trifluoromethyl-1,3-dihydro-benzo[b][1,4]diazepin-2-one), solid. As a reaction SMILES: C(OC(=O)[NH:7][C:8]1[CH:13]=[C:12]([CH3:14])[C:11]([C:15]([F:18])([F:17])[F:16])=[CH:10][C:9]=1[NH2:19])(C)(C)C.C(O[C:26](=[O:46])[CH2:27][C:28]([C:30]1[CH:35]=[CH:34][CH:33]=[C:32]([C:36]2[CH:41]=[C:40]([CH3:42])[N:39]=[C:38]([N:43]([CH3:45])[CH3:44])[N:37]=2)[CH:31]=1)=O)(C)(C)C>>[CH3:45][N:43]([CH3:44])[C:38]1[N:37]=[C:36]([C:32]2[CH:31]=[C:30]([C:28]3[CH2:27][C:26](=[O:46])[NH:19][C:9]4[CH:10]=[C:11]([C:15]([F:16])([F:17])[F:18])[C:12]([CH3:14])=[CH:13][C:8]=4[N:7]=3)[CH:35]=[CH:34][CH:33]=2)[CH:41]=[C:40]([CH3:42])[N:39]=1. Procedure: The title compound was prepared from (2-amino-5-methyl-4-trifluoromethyl-phenyl)-carbamic acid tert-butyl ester (Example J20) (116 mg, 0.4 mmol) and 3-[3-(2-dimethylamino-6-methyl-pyrimidin-4-yl)-phenyl]-3-oxo-propionic acid tert-butyl ester (Example K49) (171 mg, 0.48 mmol) according to the general procedure M and subsequent treatment of the crude product according to the general procedure N. Obtained as a light yellow solid (114 mg).